From a dataset of the Open Reaction Database (ORD), a public repository of structured organic reaction records. describe an organic reaction: reactants, conditions, products, and yield Starting materials: C(CCC)[Li] (n-butyl lithium), FC(C(=O)C(F)(F)F)(F)F (hexafluoroacetone), C([O-])(O)=O.[Na+] (sodium bicarbonate), C1(=CC=CC=C1)C=1N=CN(C1C1=CC=C(C=C1)SC)C(C)OCC (4-phenyl-5-(4-methylthiophenyl)-1-(α-ethoxyethyl)imidazole), N,N-tetramethylethylenediamine. The solvent is CCCCCC (hexane), O1CCCC1 (tetrahydrofuran). Conditions: time 1 hour. Product: C1(=CC=CC=C1)C=1N=C(NC1C1=CC=C(C=C1)SC)C(O)(C(F)(F)F)C(F)(F)F (4-phenyl-5-(4-methylthiophenyl)-α,α-bis(trifluoromethyl)-1H-imidazole-2-methanol). As a reaction SMILES: [C:1]1([C:7]2[N:8]=[CH:9][N:10](C(OCC)C)[C:11]=2[C:12]2[CH:17]=[CH:16][C:15]([S:18][CH3:19])=[CH:14][CH:13]=2)[CH:6]=[CH:5][CH:4]=[CH:3][CH:2]=1.C([Li])CCC.[F:30][C:31]([F:39])([F:38])[C:32]([C:34]([F:37])([F:36])[F:35])=[O:33].C(=O)(O)[O-].[Na+]>O1CCCC1.CCCCCC>[C:1]1([C:7]2[N:8]=[C:9]([C:32]([C:34]([F:37])([F:36])[F:35])([C:31]([F:39])([F:38])[F:30])[OH:33])[NH:10][C:11]=2[C:12]2[CH:17]=[CH:16][C:15]([S:18][CH3:19])=[CH:14][CH:13]=2)[CH:2]=[CH:3][CH:4]=[CH:5][CH:6]=1 |f:3.4|. Procedure: To a stirred solution of 4-phenyl-5-(4-methylthiophenyl)-1-(α-ethoxyethyl)imidazole (15.5 g, 0.05 mole) in 175 ml of dry tetrahydrofuran was added 7.95 ml (0.052 mole) of N,N-tetramethylethylenediamine. The reaction mixture was cooled to -78° and 45.9 ml of 1.6 M n-butyl lithium in hexane was added dropwise. After stirring the mixture an additional 15 minutes, hexafluoroacetone (12.2 ml) was condensed in a jacketed addition funnel and added dropwise. The mixture was stirred for 1 hour with conti... Reactants: ClC1=C(C=C2C(=NC=NC2=C1)NC1=CC(=CC=C1)C)[N+](=O)[O-] (7-chloro-4-(3'-methylanilino)-6-nitroquinazoline), CN (methylamine). Run in C(C)O (ethanol). Yields the product CNC1=C(C=C2C(=NC=NC2=C1)NC1=CC(=CC=C1)C)[N+](=O)[O-] (7-methylamino-4-(3'-methylanilino)-6-nitroquinazoline). RXN SMILES: Cl[C:2]1[CH:11]=[C:10]2[C:5]([C:6]([NH:12][C:13]3[CH:18]=[CH:17][CH:16]=[C:15]([CH3:19])[CH:14]=3)=[N:7][CH:8]=[N:9]2)=[CH:4][C:3]=1[N+:20]([O-:22])=[O:21].[CH3:23][NH2:24]>C(O)C>[CH3:23][NH:24][C:2]1[CH:11]=[C:10]2[C:5]([C:6]([NH:12][C:13]3[CH:18]=[CH:17][CH:16]=[C:15]([CH3:19])[CH:14]=3)=[N:7][CH:8]=[N:9]2)=[CH:4][C:3]=1[N+:20]([O-:22])=[O:21]. Reported procedure: After repetition of the previous steps, a mixture of 7-chloro-4-(3'-methylanilino)-6-nitroquinazoline (10.5 g), an ethanolic solution of methylamine (30% weight/volume; 100 ml) and ethanol (100 ml) was stirred at ambient temperature for 16 hours. The mixture was evaporated to give 7-methylamino-4-(3'-methylanilino)-6-nitroquinazoline which was used without further purification. The reactants are N#N (N2), [NH4+].[Cl-] (NH4Cl), [Si](C)(C)(C(C)(C)C)OCC=1N=C(OC1)C(C)=O (1-(4-(((tert-butyldimethylsilyl)oxy)methyl)oxazol-2-yl)ethanone), C[Al](C)C (trimethylaluminium), solution. Solvent: C(Cl)Cl (CH2Cl2), C1(=CC=CC=C1)C (toluene). Run at temperature 0 celsius, time 90 minute. Product: [Si](C)(C)(C(C)(C)C)OCC=1N=C(OC1)C(C)(C)O (2-(4-(((tert-Butyldimethylsilyl)oxy)methyl)oxazol-2-yl)propan-2-ol). RXN SMILES: N#N.[Si:3]([O:10][CH2:11][C:12]1[N:13]=[C:14]([C:17](=[O:19])[CH3:18])[O:15][CH:16]=1)([C:6]([CH3:9])([CH3:8])[CH3:7])([CH3:5])[CH3:4].[CH3:20][Al](C)C.[NH4+].[Cl-]>C(Cl)Cl.C1(C)C=CC=CC=1>[Si:3]([O:10][CH2:11][C:12]1[N:13]=[C:14]([C:17]([OH:19])([CH3:20])[CH3:18])[O:15][CH:16]=1)([C:6]([CH3:9])([CH3:7])[CH3:8])([CH3:5])[CH3:4] |f:3.4|. Procedure details: In a flame dried round-bottomed flask equipped with a magnetic stir bar and under inert atmosphere (N2), a solution of 1-(4-(((tert-butyldimethylsilyl)oxy)methyl)oxazol-2-yl)ethanone (171 mg, 0.67 mmol) in CH2Cl2 (5.6 mL) was treated dropwise at 0° C. with trimethylaluminium (0.56 mL of a 2.0 M solution in toluene, 1.12 mmol) and the resulting yellow solution was stirred for 90 min at 0° C. Sat. aq. NH4Cl was added to the reaction mixture which was extracted with CH2Cl2 (3×25 mL) and the combine... Reactants: CCN(C(C)C)C(C)C (DIEA), C(C1=CC=CC=C1)O[C@H]([C@@H](NC(=O)OCC1C2=CC=CC=C2C2=CC=CC=C12)CO)C (Fmoc-D-threoninol benzyl ether), C(C(=O)Cl)(=O)Cl (oxalyl chloride), CS(=O)C (DMSO), Fmoc-amino aldehyde, C1(=CC=CC=C1)P(C1=CC=CC=C1)(C1=CC=CC=C1)=CC(=O)OCC1=CC=CC=C1 (benzyl (triphenylphosphoranylidene)-acetate). Solvent: C(Cl)Cl (CH2Cl2), C(Cl)Cl (CH2Cl2), C(Cl)Cl (CH2Cl2). Reaction conditions: temperature -78 celsius, time 20 minute. Yields the product C(C1=CC=CC=C1)O[C@H]([C@H](/C=C/C(=O)OCC1=CC=CC=C1)NC(=O)OCC1C2=CC=CC=C2C=2C=CC=CC12)C (benzyl (4S, 5S)-5-benzyloxy-4-[[(9H-fluoren-9-ylmethoxy)carbonyl]amino]-(E)-2-hexenoate). As a reaction SMILES: C(Cl)(=O)C(Cl)=O.CS(C)=O.[CH2:11]([O:18][C@@H:19]([CH3:41])[C@H:20]([CH2:39]O)[NH:21][C:22]([O:24][CH2:25][CH:26]1[C:38]2[C:33](=[CH:34][CH:35]=[CH:36][CH:37]=2)[C:32]2[C:27]1=[CH:28][CH:29]=[CH:30][CH:31]=2)=[O:23])[C:12]1[CH:17]=[CH:16][CH:15]=[CH:14][CH:13]=1.CCN(C(C)C)C(C)C.C1(P(=[CH:70][C:71]([O:73][CH2:74][C:75]2[CH:80]=[CH:79][CH:78]=[CH:77][CH:76]=2)=[O:72])(C2C=CC=CC=2)C2C=CC=CC=2)C=CC=CC=1>C(Cl)Cl>[CH2:11]([O:18][C@@H:19]([CH3:41])[C@@H:20]([NH:21][C:22]([O:24][CH2:25][CH:26]1[C:38]2[CH:37]=[CH:36][CH:35]=[CH:34][C:33]=2[C:32]2[C:27]1=[CH:28][CH:29]=[CH:30][CH:31]=2)=[O:23])/[CH:39]=[CH:70]/[C:71]([O:73][CH2:74][C:75]1[CH:80]=[CH:79][CH:78]=[CH:77][CH:76]=1)=[O:72])[C:12]1[CH:13]=[CH:14][CH:15]=[CH:16][CH:17]=1. Reported procedure: (From Mandal et al, J. Med. Chem. 2009, 52, 6126-41) To a solution of oxalyl chloride (8.0 mmol) in 30 mL of dry CH2Cl2, stirred at −78° C. under argon was added DMSO (16.0 mmol) via syringe dropwise with vigorous stirring. After 20 min, a solution of Fmoc-D-threoninol benzyl ether (5.0 mmol) in 20 mL of dry CH2Cl2, was added while maintaining the bath temperature at −78° C. Stirring was continued further for 30 min. Dry and distilled DIEA (30 mmol) was then added using a syringe and the reactio... The reactants are CN(C)C1(Cc2ccccc2)CCC(=O)CC1, CCOCC, [Cl-], Fc1cccc(CCl)c1, [Mg], [NH4+]. Yields the product Cl, CN(C)C1(Cc2ccccc2)CCC(O)(Cc2cccc(F)c2)CC1. RXN SMILES: [CH2:11]([c:12]1[cH:13][cH:14][cH:15][cH:16][cH:17]1)[C:18]1([N:25]([CH3:26])[CH3:27])[CH2:19][CH2:20][C:21](=[O:24])[CH2:22][CH2:23]1.[CH3:30][CH2:31][O:32][CH2:33][CH3:34].[Cl-:28].[F:2][c:3]1[cH:4][c:5]([CH2:6][Cl:7])[cH:8][cH:9][cH:10]1.[Mg:1].[NH4+:29]>>[ClH:7].[F:2][c:3]1[cH:4][c:5]([CH2:6][C:21]2([OH:24])[CH2:20][CH2:19][C:18]([CH2:11][c:12]3[cH:13][cH:14][cH:15][cH:16][cH:17]3)([N:25]([CH3:26])[CH3:27])[CH2:23][CH2:22]2)[cH:8][cH:9][cH:10]1.